This data is from the Open Reaction Database (ORD), a public repository of structured organic reaction records. The task is: describe an organic reaction: reactants, conditions, products, and yield Starting materials: ClC1=CC(=NC2=C(C=CC=C12)OC(F)(F)F)C (4-chloro-2-methyl-8-trifluoromethoxyquinoline), ClC=1C=C(CN)C=CC1Cl (3,4-dichlorobenzylamine). Product: ClC=1C=C(CNC2=CC(=NC3=C(C=CC=C23)OC(F)(F)F)C)C=CC1Cl ((3,4-Dichloro-benzyl)-(2-methyl-8-trifluoromethoxyquinolin-4-yl)-amine). As a reaction SMILES: Cl[C:2]1[C:11]2[C:6](=[C:7]([O:12][C:13]([F:16])([F:15])[F:14])[CH:8]=[CH:9][CH:10]=2)[N:5]=[C:4]([CH3:17])[CH:3]=1.[Cl:18][C:19]1[CH:20]=[C:21]([CH:24]=[CH:25][C:26]=1[Cl:27])[CH2:22][NH2:23]>>[Cl:18][C:19]1[CH:20]=[C:21]([CH:24]=[CH:25][C:26]=1[Cl:27])[CH2:22][NH:23][C:2]1[C:11]2[C:6](=[C:7]([O:12][C:13]([F:16])([F:15])[F:14])[CH:8]=[CH:9][CH:10]=2)[N:5]=[C:4]([CH3:17])[CH:3]=1. Reported procedure: Preparation was made using a similar procedure as described in example 1, method 1.3. Starting materials were 4-chloro-2-methyl-8-trifluoromethoxyquinoline and 3,4-dichlorobenzylamine.